The task is: describe an organic reaction: reactants, conditions, products, and yield. This data is from the Open Reaction Database (ORD), a public repository of structured organic reaction records. Starting materials: CC(=O)O, [BH3-]C#N, CN(C)CCN, ClCCl, O=Cc1cccc([N+](=O)[O-])c1, [Na+]. Yields the product CN(C)CCNCc1cccc([N+](=O)[O-])c1. Reaction SMILES: [C:18]([OH:19])(=[O:20])[CH3:21].[C:22]([BH3-:23])#[N:24].[CH3:12][N:13]([CH2:14][CH2:15][NH2:16])[CH3:17].[Cl:26][CH2:27][Cl:28].[N+:1](=[O:2])([O-:3])[c:4]1[cH:5][c:6]([CH:7]=[O:8])[cH:9][cH:10][cH:11]1.[Na+:25]>>[N+:1](=[O:2])([O-:3])[c:4]1[cH:5][c:6]([CH2:7][NH:16][CH2:15][CH2:14][N:13]([CH3:12])[CH3:17])[cH:9][cH:10][cH:11]1. Starting materials: S(O)(O)(=O)=O (sulfuric acid), NC=1SC=C(N1)C(C(=O)N[C@H]1[C@@H]2N(C(=C(CS2)C[N+]2=CC=C3N2CCCN3)C(=O)[O-])C1=O)=NOC (7β-[2-(2-aminothiazol-4-yl)-2-methoxyiminoacetamido]-3-(4,5,6,7-tetrahydro-1-pyrazolo-[1,5-a]pyrimidinio)methyl-3-cephem-4-carboxylate). The solvent is C(C)O (ethanol). Reaction conditions: time 4 hour. Product: S(=O)(=O)([O-])O.NC=1SC=C(N1)C(C(=O)N[C@H]1[C@@H]2N(C(=C(CS2)C[N+]2=CC=C3N2CCCN3)C(=O)O)C1=O)=NOC (7β-[2-(2-aminothiazol-4-yl)-2-methoxyiminoacetamido]-3-(4,5,6,7-tetrahydro-1-pyrazolo[1,5-a]pyrimidinio)methyl-3-cephem-4-carboxylate sulfate). RXN SMILES: [S:1](=[O:5])(=[O:4])([OH:3])[OH:2].[NH2:6][C:7]1[S:8][CH:9]=[C:10]([C:12](=[N:38][O:39][CH3:40])[C:13]([NH:15][C@@H:16]2[C:36](=[O:37])[N:18]3[C:19]([C:33]([O-:35])=[O:34])=[C:20]([CH2:23][N+:24]4[N:28]5[CH2:29][CH2:30][CH2:31][NH:32][C:27]5=[CH:26][CH:25]=4)[CH2:21][S:22][C@H:17]23)=[O:14])[N:11]=1>C(O)C>[S:1]([OH:5])([O-:4])(=[O:3])=[O:2].[NH2:6][C:7]1[S:8][CH:9]=[C:10]([C:12](=[N:38][O:39][CH3:40])[C:13]([NH:15][C@@H:16]2[C:36](=[O:37])[N:18]3[C:19]([C:33]([OH:35])=[O:34])=[C:20]([CH2:23][N+:24]4[N:28]5[CH2:29][CH2:30][CH2:31][NH:32][C:27]5=[CH:26][CH:25]=4)[CH2:21][S:22][C@H:17]23)=[O:14])[N:11]=1 |f:3.4|. Procedure: To a mixture of 2M sulfuric acid (1.52 ml) and ethanol (1.52 ml) was added 7β-[2-(2-aminothiazol-4-yl)-2-methoxyiminoacetamido]-3-(4,5,6,7-tetrahydro-1-pyrazolo-[1,5-a]pyrimidinio)methyl-3-cephem-4-carboxylate (syn isomer) (0.76 g) at room temperature. The mixture was stirred at ambient temperature for 4 hours, and the resulting precipitate was collected by filtration to give 7β-[2-(2-aminothiazol-4-yl)-2-methoxyiminoacetamido]-3-(4,5,6,7-tetrahydro-1-pyrazolo[1,5-a]pyrimidinio)methyl-3-cephem-4... Reactants: C(CC(C)C)NC(CNC(C(CC1=CC=CC=C1)N(C=O)OCC1=CC=CC=C1)=O)=O (N-(N-benzyloxy 2-formamido 3-phenylpropanoyl)-glycine isoamylamide), C(CCC)O.CC(=O)O.O (BuOH AcOH H2O). The reagents and catalysts are [Pd] (Pd/C). Run in mixture, CO.CC(=O)O.O (CH3OH AcOH H2O). Conditions: time 1 hour. Product: C(CC(C)C)NC(CNC(C(CC1=CC=CC=C1)N(C=O)O)=O)=O (N-(N-hydroxy 2-formamido 3-phenyl propanoyl)-glycine isoamylamide). RXN SMILES: [CH2:1]([NH:6][C:7](=[O:31])[CH2:8][NH:9][C:10](=[O:30])[CH:11]([N:19]([O:22]CC1C=CC=CC=1)[CH:20]=[O:21])[CH2:12][C:13]1[CH:18]=[CH:17][CH:16]=[CH:15][CH:14]=1)[CH2:2][CH:3]([CH3:5])[CH3:4].C(O)CCC.CC(O)=O.O>CO.CC(O)=O.O.[Pd]>[CH2:1]([NH:6][C:7](=[O:31])[CH2:8][NH:9][C:10](=[O:30])[CH:11]([N:19]([OH:22])[CH:20]=[O:21])[CH2:12][C:13]1[CH:18]=[CH:17][CH:16]=[CH:15][CH:14]=1)[CH2:2][CH:3]([CH3:5])[CH3:4] |f:1.2.3,4.5.6|. Procedure: 127 mg of the compound of Example 31 are dissolved in 3 ml of the mixture CH3OH/AcOH/H2O, 4/5/1 and hydrogenated at ordinary pressure in the presence of 30 mg of 10% Pd/C. After 1 hour, the theoretical volume is absorbed or filtered, and concentrated to dryness giving a white solid. W 88 mg. Rdt 88%; Rf 0.85; BuOH/AcOH/H2O, 4/1/1/.